Task: describe an organic reaction: reactants, conditions, products, and yield. Dataset: the Open Reaction Database (ORD), a public repository of structured organic reaction records Reactants: O=S(=O)(c1ccccc1Br)n1cc(CO)c2ccccc21, CCCCCC, ClCCl, O=S(Cl)Cl. Yields the product O=S(=O)(c1ccccc1Br)n1cc(CCl)c2ccccc21. As a reaction SMILES: [Br:1][c:2]1[c:3]([S:8](=[O:9])(=[O:10])[n:11]2[cH:12][c:13]([CH2:20][OH:21])[c:14]3[cH:15][cH:16][cH:17][cH:18][c:19]23)[cH:4][cH:5][cH:6][cH:7]1.[CH3:29][CH2:30][CH2:31][CH2:32][CH2:33][CH3:34].[Cl:22][CH2:23][Cl:24].[S:25]([Cl:26])([Cl:27])=[O:28]>>[Br:1][c:2]1[c:3]([S:8](=[O:9])(=[O:10])[n:11]2[cH:12][c:13]([CH2:20][Cl:22])[c:14]3[cH:15][cH:16][cH:17][cH:18][c:19]23)[cH:4][cH:5][cH:6][cH:7]1. The reactants are CC(=O)O, COC(=O)c1ccc2c(c1)OCCO2, O, O=[N+]([O-])O. The product is COC(=O)c1cc2c(cc1[N+](=O)[O-])OCCO2. RXN SMILES: [CH3:15][C:16](=[O:17])[OH:18].[CH3:1][O:2][C:3]([c:4]1[cH:5][c:6]2[c:7]([cH:8][cH:9]1)[O:10][CH2:11][CH2:12][O:13]2)=[O:14].[OH2:23].[OH:19][N+:20]([O-:21])=[O:22]>>[CH3:1][O:2][C:3]([c:4]1[cH:5][c:6]2[c:7]([cH:8][c:9]1[N+:20](=[O:19])[O-:21])[O:10][CH2:11][CH2:12][O:13]2)=[O:14].